describe an organic reaction: reactants, conditions, products, and yield From a dataset of the Open Reaction Database (ORD), a public repository of structured organic reaction records. The reactants are C(=O)[O-].[NH4+] (ammonium formate), BrC1=C(C=2NC(C3=C(N(C2N=C1Cl)CC)N=CC(=C3)C=CC3=CC=CC=C3)=O)C (3-Bromo-2-chloro-5,11-dihydro-11-ethyl-4-methyl-8-(2-phenylethen-1-yl)-6H-dipyrido[3,2-b:2',3'-e][1,4]diazepin-6-one), C(=O)[O-].[NH4+] (ammonium formate). Reagents/catalysts: [Pd] (palladium on carbon). Run in CO (methanol). Reaction conditions: time 6 day. The product is C(C)N1C2=C(NC(C3=C1N=CC(=C3)CCC3=CC=CC=C3)=O)C(=CC=N2)C (5,11-Dihydro-11-ethyl-4-methyl-8-(2-phenylethyl)-6H-dipyrido[3,2-b:2',3'-e][1,4]diazepin-6-one). Yield: 58.4%. Reaction SMILES: Br[C:2]1[C:12](Cl)=[N:11][C:10]2[N:9]([CH2:14][CH3:15])[C:8]3[N:16]=[CH:17][C:18]([CH:20]=[CH:21][C:22]4[CH:27]=[CH:26][CH:25]=[CH:24][CH:23]=4)=[CH:19][C:7]=3[C:6](=[O:28])[NH:5][C:4]=2[C:3]=1[CH3:29].C([O-])=O.[NH4+]>CO.[Pd]>[CH2:14]([N:9]1[C:8]2[N:16]=[CH:17][C:18]([CH2:20][CH2:21][C:22]3[CH:27]=[CH:26][CH:25]=[CH:24][CH:23]=3)=[CH:19][C:7]=2[C:6](=[O:28])[NH:5][C:4]2[C:3]([CH3:29])=[CH:2][CH:12]=[N:11][C:10]1=2)[CH3:15] |f:1.2|. Reported procedure: 3-Bromo-2-chloro-5,11-dihydro-11-ethyl-4-methyl-8-(2-phenylethen-1-yl)-6H-dipyrido[3,2-b:2',3'-e][1,4]diazepin-6-one (0.22 g) was dissolved in 20 mL of methanol, and ammonium formate (2.0 g) and 10% palladium on carbon (0.13 g) were added. The reaction mixture was stirred at room temperature under argon for 6 d. Additional ammonium formate (1.5 g) was added, and the reaction mixture was stirred for an additional 2 d. The reaction mixture was filtered and diluted with ethyl acetate. The organic l... Starting materials: [Br-], [Li]CCCC, CCOC(=O)CC1(CCC(C=O)Cc2ccc(C(=O)OC)cc2)CC1, C1CCOC1, CCCCCC, [Cl-], [NH4+], Oc1ccccc1C[P+](c1ccccc1)(c1ccccc1)c1ccccc1. Product: CCOC(=O)CC1(CCC(C=Cc2ccccc2O)Cc2ccc(C(=O)OC)cc2)CC1. As a reaction SMILES: [Br-:6].[CH2:1]([Li:2])[CH2:3][CH2:4][CH3:5].[CH2:34]([CH3:35])[O:36][C:37]([CH2:38][C:39]1([CH2:42][CH2:43][CH:44]([CH2:45][c:46]2[cH:47][cH:48][c:49]([C:50](=[O:51])[O:52][CH3:53])[cH:54][cH:55]2)[CH:56]=[O:57])[CH2:40][CH2:41]1)=[O:58].[CH2:67]1[O:68][CH2:69][CH2:70][CH2:71]1.[CH3:61][CH2:62][CH2:63][CH2:64][CH2:65][CH3:66].[Cl-:59].[NH4+:60].[OH:7][c:8]1[c:9]([CH2:10][P+:11]([c:12]2[cH:13][cH:14][cH:15][cH:16][cH:17]2)([c:18]2[cH:19][cH:20][cH:21][cH:22][cH:23]2)[c:24]2[cH:25][cH:26][cH:27][cH:28][cH:29]2)[cH:30][cH:31][cH:32][cH:33]1>>[OH:7][c:8]1[c:9]([CH:10]=[CH:56][CH:44]([CH2:43][CH2:42][C:39]2([CH2:38][C:37]([O:36][CH2:34][CH3:35])=[O:58])[CH2:40][CH2:41]2)[CH2:45][c:46]2[cH:47][cH:48][c:49]([C:50](=[O:51])[O:52][CH3:53])[cH:54][cH:55]2)[cH:30][cH:31][cH:32][cH:33]1. The product is CC1(c2ccc(Br)cc2)COC1. RXN SMILES: [Br:1][c:2]1[cH:3][cH:4][c:5]([C:8]([CH2:9][OH:10])([CH2:11][OH:12])[CH3:13])[cH:6][cH:7]1.[CH3:47][c:48]1[cH:49][cH:50][cH:51][cH:52][cH:53]1.[O:33]=[C:34]([O:35][CH:36]([CH3:37])[CH3:38])[N:39]=[N:40][C:41]([O:42][CH:43]([CH3:44])[CH3:45])=[O:46].[c:14]1([P:15]([c:16]2[cH:17][cH:18][cH:19][cH:20][cH:21]2)[c:22]2[cH:23][cH:24][cH:25][cH:26][cH:27]2)[cH:28][cH:29][cH:30][cH:31][cH:32]1>>[Br:1][c:2]1[cH:3][cH:4][c:5]([C:8]2([CH3:13])[CH2:9][O:12][CH2:11]2)[cH:6][cH:7]1. The reactants are CC(CO)(CO)c1ccc(Br)cc1, Cc1ccccc1, CC(C)OC(=O)N=NC(=O)OC(C)C, c1ccc(P(c2ccccc2)c2ccccc2)cc1. Reactants: C(C)(C)(C)OC(=O)NC1(C(C1)\C=C\C=1C([C@@H]2CC[C@]3([C@@]4(CC[C@@]5([C@@H]([C@H]4CC[C@@H]3[C@]2(CC1)C)[C@@H](CC5)C(=C)C)NCCN5CCS(CC5)(=O)=O)C)C)(C)C)C(=O)O (1-((tert-butoxycarbonyl)amino)-2-((E)-2-((1R,3aS,5aR,5bR,7aR,11aS,11bR,13aR,13bR)-3a-((2-(1,1-dioxidothiomorpholino)ethyl)amino)-5a,5b,8,8,11a-pentamethyl-1-(prop-1-en-2-yl)-2,3,3a,4,5,5a,5b,6,7,7a,8,11,11a,11b,12,13,13a,13b-octadecahydro-1H-cyclopenta[a]chrysen-9-yl)vinyl)cyclopropanecarboxylic acid), FC1(CCC(CC1)=CC=1C([C@@H]2CC[C@]3([C@@]4(CC[C@@]5([C@@H]([C@H]4CC[C@@H]3[C@]2(CC1)C)[C@@H](CC5)C(=C)C)NCCN5CCC(CC5)S(=O)(=O)C)C)C)(C)C)C(=O)OCC (ethyl 1-fluoro-4-(((1R,3aS,5aR,5bR,7aR,11aS,11bR,13aR,13bR)-5a,5b,8,8,11a-pentamethyl-3a-((2-(4-(methylsulfonyl)piperidin-1-yl)ethyl)amino)-1-(prop-1-en-2-yl)-2,3,3a,4,5,5a,5b,6,7,7a,8,11,11a,11b,12,13,13a,13b-octadecahydro-1H-cyclopenta[a]chrysen-9-yl)methylene)cyclohexanecarboxylate). Product: FC1(CCC(CC1)=CC=1C([C@@H]2CC[C@]3([C@@]4(CC[C@@]5([C@@H]([C@H]4CC[C@@H]3[C@]2(CC1)C)[C@@H](CC5)C(=C)C)NCCN5CCC(CC5)S(=O)(=O)C)C)C)(C)C)C(=O)O (1-fluoro-4-(((1R,3aS,5aR,5bR,7aR,11aS,11bR,13aR,13bR)-5a,5b,8,8,11a-pentamethyl-3a-((2-(4-(methylsulfonyl)piperidin-1-yl)ethyl)amino)-1-(prop-1-en-2-yl)-2,3,3a,4,5,5a,5b,6,7,7a,8,11,11a,11b,12,13,13a,13b-octadecahydro-1H-cyclopenta[a]chrysen-9-yl)methylene)cyclohexanecarboxylic acid). RXN SMILES: C(OC(NC1(C(O)=O)CC1/C=C/C1C(C)(C)[C@H]2[C@](C)(CC=1)[C@@H]1[C@](C)([C@@]3(C)[C@H](CC1)[C@H]1[C@H](C(C)=C)CC[C@]1(NCCN1CCS(=O)(=O)CC1)CC3)CC2)=O)(C)(C)C.[F:57][C:58]1([C:107]([O:109]CC)=[O:108])[CH2:63][CH2:62][C:61](=[CH:64][C:65]2[C:66]([CH3:106])([CH3:105])[C@H:67]3[C@:80]([CH3:83])([CH2:81][CH:82]=2)[C@@H:79]2[C@:70]([CH3:104])([C@@:71]4([CH3:103])[C@H:76]([CH2:77][CH2:78]2)[C@H:75]2[C@H:84]([C:87]([CH3:89])=[CH2:88])[CH2:85][CH2:86][C@:74]2([NH:90][CH2:91][CH2:92][N:93]2[CH2:98][CH2:97][CH:96]([S:99]([CH3:102])(=[O:101])=[O:100])[CH2:95][CH2:94]2)[CH2:73][CH2:72]4)[CH2:69][CH2:68]3)[CH2:60][CH2:59]1>>[F:57][C:58]1([C:107]([OH:109])=[O:108])[CH2:59][CH2:60][C:61](=[CH:64][C:65]2[C:66]([CH3:106])([CH3:105])[C@H:67]3[C@:80]([CH3:83])([CH2:81][CH:82]=2)[C@@H:79]2[C@:70]([CH3:104])([C@@:71]4([CH3:103])[C@H:76]([CH2:77][CH2:78]2)[C@H:75]2[C@H:84]([C:87]([CH3:89])=[CH2:88])[CH2:85][CH2:86][C@:74]2([NH:90][CH2:91][CH2:92][N:93]2[CH2:94][CH2:95][CH:96]([S:99]([CH3:102])(=[O:100])=[O:101])[CH2:97][CH2:98]2)[CH2:73][CH2:72]4)[CH2:69][CH2:68]3)[CH2:62][CH2:63]1. Procedure: 1-fluoro-4-(((1R,3aS,5aR,5bR,7aR,11aS,11bR,13aR,13bR)-5a,5b,8,8,11a-pentamethyl-3a-((2-(4-(methylsulfonyl)piperidin-1-yl)ethyl)amino)-1-(prop-1-en-2-yl)-2,3,3a,4,5,5a,5b,6,7,7a,8,11,11a,11b,12,13,13a,13b-octadecahydro-1H-cyclopenta[a]chrysen-9-yl)methylene)cyclohexanecarboxylic acid was prepared following the method described above for the preparation of 1-((tert-butoxycarbonyl)amino)-2-((E)-2-((1R,3aS,5aR,5bR,7aR,11aS,11bR,13aR,13bR)-3a-((2-(1,1-dioxidothiomorpholino)ethyl)amino)-5a,5b,8,8,11a-... Reactants: COC(=O)C=1N=C(N(C1C(=O)O)C)C(F)(F)F (4-(methoxycarbonyl)-1-methyl-2-(trifluoromethyl)-1H-imidazole-5-carboxylic acid), Cl.Cl.CN1C(=NC(=C1)C1=CC=CC=C1)CCN (2-(1-Methyl-4-phenyl-1H-imidazol-2-yl)ethanamine dihydrochloride), foam. The product is CN1C(=NC(=C1C(NCCC=1N(C=C(N1)C1=CC=CC=C1)C)=O)C(=O)OC)C(F)(F)F (Methyl 1-methyl-5-(2-(1-methyl-4-phenyl-1H-imidazol-2-yl)ethylcarbamoyl)-2-(trifluoromethyl)-1H-imidazole-4-carboxylate). RXN SMILES: [CH3:1][O:2][C:3]([C:5]1[N:6]=[C:7]([C:14]([F:17])([F:16])[F:15])[N:8]([CH3:13])[C:9]=1[C:10]([OH:12])=O)=[O:4].Cl.Cl.[CH3:20][N:21]1[CH:25]=[C:24]([C:26]2[CH:31]=[CH:30][CH:29]=[CH:28][CH:27]=2)[N:23]=[C:22]1[CH2:32][CH2:33][NH2:34]>>[CH3:13][N:8]1[C:9]([C:10](=[O:12])[NH:34][CH2:33][CH2:32][C:22]2[N:21]([CH3:20])[CH:25]=[C:24]([C:26]3[CH:31]=[CH:30][CH:29]=[CH:28][CH:27]=3)[N:23]=2)=[C:5]([C:3]([O:2][CH3:1])=[O:4])[N:6]=[C:7]1[C:14]([F:17])([F:16])[F:15] |f:1.2.3|. Reported procedure: The product was obtained starting from 4-(methoxycarbonyl)-1-methyl-2-(trifluoromethyl)-1H-imidazole-5-carboxylic acid (200 mg, 793 μmol) and 2-(1-methyl-4-phenyl-1H-imidazol-2-yl)ethanamine hydrochloride (226 mg, 952 μmol, example 7, step 4) according to the method described in example 7, step 5 after aqueous work-up and purification by flash chromatography (using silica gel and an ethyl acetate/heptane gradient) as white foam (128 mg, 294 μmol, 37.1%). The reactants are C[C@H]([C@H](C1=CC=CC=C1)O)N ((+)-norephedrine), B#B.O1CCCC1 (diborane tetrahydrofuran), ClC1=C(C=CC(=C1)Cl)\C=C(/C(C(C)(C)C)=O)\N1N=CN=C1 ((E)-1-(2,4-dichlorophenyl)-2-(1,2,4-triazol-1-yl)-4,4-dimethyl-1-penten-3-one), Cl (hydrochloric acid). Solvent: ClCCCl (1,2-dichloroethane), ClCCCl (1,2-dichloroethane), ClCCCl (1,2-dichloroethane). Conditions: time 24 hour. Yields the product ClC1=C(C=CC(=C1)Cl)\C=C(/C(C(C)(C)C)O)\N1N=CN=C1 ((-)-(E)-1-(2,4-dichlorophenyl)-2-(1,2,4-triazol-1-yl)-4,4-dimethyl-1-penten-3-ol). The yield is 99.4%. As a reaction SMILES: C[C@@H](N)[C@@H](O)C1C=CC=CC=1.B#B.O1CCCC1.[Cl:19][C:20]1[CH:25]=[C:24]([Cl:26])[CH:23]=[CH:22][C:21]=1/[CH:27]=[C:28](/[N:35]1[CH:39]=[N:38][CH:37]=[N:36]1)\[C:29](=[O:34])[C:30]([CH3:33])([CH3:32])[CH3:31].Cl>ClCCCl>[Cl:19][C:20]1[CH:25]=[C:24]([Cl:26])[CH:23]=[CH:22][C:21]=1/[CH:27]=[C:28](/[N:35]1[CH:39]=[N:38][CH:37]=[N:36]1)\[CH:29]([OH:34])[C:30]([CH3:31])([CH3:32])[CH3:33] |f:1.2|. Reported procedure: In a nitrogen atmosphere, a solution of 0.272 g of (+)-norephedrine in 4 ml of 1,2-dichloroethane was added dropwise at -78° C. to a mixture comprising 1.8 ml of a 0.500M diborane-tetrahydrofuran solution and 2 ml of 1,2-dichloroethane, and the temperature of the resulting mixture was raised from -78° C. to room temperature over about 2 hours. Thereafter, to this solution was added dropwise at room temperature a solution of 0.39 g of (E)-1-(2,4-dichlorophenyl)-2-(1,2,4-triazol-1-yl)-4,4-dimethyl... The reactants are C(#N)C1=C(C(=O)C(=C(C1=O)Cl)Cl)C#N (DDQ), BrC=1C(=C2CCNC2=C(C1)C(=O)O)F (5-bromo-4-fluoro-2,3-dihydro-1H-indole-7-carboxylic acid). Solvent: C(Cl)(Cl)Cl (CHCl3). Conditions: time 5 hour. The product is BrC=1C(=C2C=CNC2=C(C1)C(=O)O)F (5-Bromo-4-fluoro-1H-indole-7-carboxylic acid). Reaction SMILES: C(C1C(=O)C(Cl)=C(Cl)C(=O)C=1C#N)#N.[Br:15][C:16]1[C:17]([F:28])=[C:18]2[C:22](=[C:23]([C:25]([OH:27])=[O:26])[CH:24]=1)[NH:21][CH2:20][CH2:19]2>C(Cl)(Cl)Cl>[Br:15][C:16]1[C:17]([F:28])=[C:18]2[C:22](=[C:23]([C:25]([OH:27])=[O:26])[CH:24]=1)[NH:21][CH:20]=[CH:19]2. Reported procedure: DDQ (17 mg, 0.075 mmol) was added to a solution of 5-bromo-4-fluoro-2,3-dihydro-1H-indole-7-carboxylic acid (17 mg, 0.066 mmol) in CHCl3 (2 mL) at room temperature. The reaction was stirred for 5 h and filtered. The precipitate was washed with CHCl3, and the filtrate was evaporated, giving the title compound. Starting materials: aqueous solution, [N+](=O)([O-])[O-].[Ag+] (AgNO3), FC=1C(NC(NC1)=O)=O (5-fluoro-2,4-dioxo-pyrimidin), [OH-].[K+] (KOH). Solvent: O (water). Conditions: time 30 minute. Yields the product [Ag] (silver), FC=1C(NC(NC1)=O)=O (5-Fu). Isolated yield 93.4%. Reaction SMILES: [F:1][C:2]1[C:3](=[O:9])[NH:4][C:5](=[O:8])[NH:6][CH:7]=1.[OH-].[K+].[N+]([O-])([O-])=O.[Ag+:16]>O>[Ag:16].[F:1][C:2]1[C:3](=[O:9])[NH:4][C:5](=[O:8])[NH:6][CH:7]=1 |f:1.2,3.4|. Procedure: In 5 ml. of distilled water, 100 mg. of 5-fluoro-2,4-dioxo-pyrimidin (5-Fu) was dispersed and then KOH aqueous solution (10 ml. of water; 50.8 mg. of KOH) was slowly added. After the addition, the mixture was stirred for 30 minutes to form a transparent solution having pH of 8 to 9 and then 2.6% aqueous solution of AgNO3 was added dropwise and the mixture was stirred for 1 hour in the dark. The precipitate was separated by a filtration and washed with water and dried under a reduced pressure to ... Procedure: 35.2 g (0.2 mole) of 2-hydrazino-4(3H)-quinazolinone, 500 ml of ethanol and 31.68 g (0.24 mole) of 4,4-dimethoxy-butan-2-one are boiled under reflux for 4.5 hours. The initial suspension has then dissolved. The same volume of 2 N HCl at 50° is added at 50°, whereupon a precipitate soon forms. After warming at 50° for a total of 40 minutes, the 2-(3-methyl-1H-pyrazol-1-yl)-4(3H)-quinazolinone is isolated by filtration with suction. The crude product (35.9 g of melting point 162° to 165° C.) is re... Reaction SMILES: [NH:1]([C:3]1[NH:12][C:11](=[O:13])[C:10]2[C:5](=[CH:6][CH:7]=[CH:8][CH:9]=2)[N:4]=1)[NH2:2].CO[CH:16](OC)[CH2:17][C:18](=O)[CH3:19].Cl>C(O)C>[CH3:19][C:18]1[CH:17]=[CH:16][N:1]([C:3]2[NH:12][C:11](=[O:13])[C:10]3[C:5](=[CH:6][CH:7]=[CH:8][CH:9]=3)[N:4]=2)[N:2]=1. Reactants: N(N)C1=NC2=CC=CC=C2C(N1)=O (2-hydrazino-4(3H)-quinazolinone), Cl (HCl), COC(CC(C)=O)OC (4,4-dimethoxy-butan-2-one), initial suspension. Solvent: C(C)O (ethanol). Product: CC1=NN(C=C1)C1=NC2=CC=CC=C2C(N1)=O (2-(3-methyl-1H-pyrazol-1-yl)-4(3H)-quinazolinone).